Dataset: the Open Reaction Database (ORD), a public repository of structured organic reaction records. Task: describe an organic reaction: reactants, conditions, products, and yield Reactants: CC=1N(C2=CC=C(C=C2C1C(C(=O)N)=O)[N+](=O)[O-])CC1=CC=CC=C1 (2-methyl-5-nitro-1-(phenylmethyl)-1H-indole-3-glyoxylic acid amide), [BH4-].[Na+] (NaBH4). Run in CCO (EtOH). Run at time 1 hour. The product is CC=1N(C2=CC=C(C=C2C1C(C(=O)N)O)[N+](=O)[O-])CC1=CC=CC=C1 (2-methyl-5-nitro-1-(phenylmethyl)-1H-indole-3-glycolic acid amide). Yield: 100.0%. Reaction SMILES: [CH3:1][C:2]1[N:3]([CH2:19][C:20]2[CH:25]=[CH:24][CH:23]=[CH:22][CH:21]=2)[C:4]2[C:9]([C:10]=1[C:11](=[O:15])[C:12]([NH2:14])=[O:13])=[CH:8][C:7]([N+:16]([O-:18])=[O:17])=[CH:6][CH:5]=2.[BH4-].[Na+]>CCO>[CH3:1][C:2]1[N:3]([CH2:19][C:20]2[CH:25]=[CH:24][CH:23]=[CH:22][CH:21]=2)[C:4]2[C:9]([C:10]=1[CH:11]([OH:15])[C:12]([NH2:14])=[O:13])=[CH:8][C:7]([N+:16]([O-:18])=[O:17])=[CH:6][CH:5]=2 |f:1.2|. Procedure details: To a mixture of 1.04 g (3.1 mmol) of 2-methyl-5-nitro-1-(phenylmethyl)-1H-indole-3-glyoxylic acid amide in 30 mL of EtOH was added 148 mg (3.9 mmol) of NaBH4, the mixture stirred for 1.0 hour and concentrated at reduced pressure. The residue was stirred with water and EtOAc and the insoluble material filtered to give 1.05 mg (100% yield of 2-methyl-5-nitro-1-(phenylmethyl)-1H-indole-3-glycolic acid amide, mp, 120-124° C. Reactants: C(C)N1C=2N=C3C=4C(=NN(C4C2C=N1)CCCCO)C1=C(CC3)C=CC=C1 (5-ethyl-7,8-dihydro-1,2,4,5,6-pentaazabenzo[6,7]cyclohepta[1,2,3-cd]-as-indacene-2(5H)-butanol), CNN (methylhydrazine), 2,5,7,8-tetrahydro, ClC1=C2C(=NC3=C1C=NN3CC)CCC3=C(C2=O)C=CC=C3 (4-chloro-1-ethyl-10,11-dihydrobenzo[4,5]cyclohepta[1,2-b]pyrazolo[4,3-e]pyridin-5(1H)-one), NN (hydrazine). The product is N=1NC=2C=3C=NNC3N=C3C2C1C1=C(CC3)C=CC=C1 (2,5,7,8-Tetrahydro-1,2,4,5,6-pentaazabenzo[6,7]cyclohepta[1,2,3-cd]-as-indacene). RXN SMILES: C([N:3]1[N:14]=[CH:13][C:12]2[C:11]3[N:10](CCCCO)[N:9]=[C:8]4[C:20]5[CH:27]=[CH:26][CH:25]=[CH:24][C:21]=5[CH2:22][CH2:23][C:6]([C:7]=34)=[N:5][C:4]1=2)C.ClC1C2C=NN(CC)C=2N=C2CCC3C=CC=CC=3C(=O)C=12.NN.CNN>>[N:9]1[NH:10][C:11]2[C:12]3[CH:13]=[N:14][NH:3][C:4]=3[N:5]=[C:6]3[CH2:23][CH2:22][C:21]4[CH:24]=[CH:25][CH:26]=[CH:27][C:20]=4[C:8]=1[C:7]=23. Reported procedure: By substituting the 4-chloro-10,11-dihydrobenzo[4,5]cyclohepta[1,2-b]pyrazolo[4,3-e]pyridin-5(1H)-one (obtained in Example 6) for the 4-chloro-1-ethyl-10,11-dihydrobenzo[4,5]cyclohepta[1,2-b]pyrazolo[4,3-e]pyridin-5(1H)-one in the procedure of Example 2 and also substituting hydrazine for the methylhydrazine, 2,5,7,8-tetrahydro-1,2,4,5,6-pentaazabenzo[6,7]cyclohepta[1,2,3-cd]-as-indaceneis obtained. Reactants: ClC1=C(C=CC=C1)C1=NCC(N(C2=C1C=C(C=C2)I)C)=O (5-(2'-chloro-phenyl)-1,3-dihydro-7-iodo-1-methyl-2H-1,4-benzodiazepin-2-one), C(C)OC(N(C)C)OCC (N,N-dimethyl-formamide-diethylacetal). Product: ClC1=C(C=CC=C1)C1=NC(C(N(C2=C1C=C(C=C2)I)C)=O)=CN(C)C (5-(2'-Chloro-phenyl)-1,3-dihydro-3-(dimethylamino-methylene)-7-iodo-1-methyl-2H-1,4-benzodiazepin-2-one). Reaction conditions: temperature 130 celsius. Reported procedure: A mixture consisting of 8 gm of 5-(2'-chloro-phenyl)-1,3-dihydro-7-iodo-1-methyl-2H-1,4-benzodiazepin-2-one and 16 ml of N,N-dimethyl-formamide-diethylacetal was heated for 90 minutes at 130°C. Thereafter, the reaction mixture was allowed to cool, and the crystalline substance which separated out was collected by vacuum filtration and washed with benzene and petroleum ether, yielding the compound named in the heading, which had a melting point of 182°-184°C. RXN SMILES: [Cl:1][C:2]1[CH:7]=[CH:6][CH:5]=[CH:4][C:3]=1[C:8]1[C:14]2[CH:15]=[C:16]([I:19])[CH:17]=[CH:18][C:13]=2[N:12]([CH3:20])[C:11](=[O:21])[CH2:10][N:9]=1.C(O[CH:25](OCC)[N:26]([CH3:28])[CH3:27])C>>[Cl:1][C:2]1[CH:7]=[CH:6][CH:5]=[CH:4][C:3]=1[C:8]1[C:14]2[CH:15]=[C:16]([I:19])[CH:17]=[CH:18][C:13]=2[N:12]([CH3:20])[C:11](=[O:21])[C:10](=[CH:25][N:26]([CH3:28])[CH3:27])[N:9]=1. Starting materials: C(C)O (ethanol), C(C)OC(/C(/CCCCNCC1=CC(=CC=C1)F)=C/C1=CC(=C(C=C1)N1C=NC(=C1)C)OC)=O ((E)-6-(3-fluorobenzylamino)-2-(3-methoxy-4-(4-methyl-1H-imidazol-1-yl)benzylidene)hexanoic acid ethyl ester), [OH-].[Na+] (sodium hydroxide), Cl (hydrochloric acid). Run in C(C)(=O)OCC (ethyl acetate). Run at time 8 hour. Product: FC=1C=C(CN2C(/C(/CCCC2)=C/C2=CC(=C(C=C2)N2C=NC(=C2)C)OC)=O)C=CC1 ((E)-1-(3-fluorobenzyl)-3-[3-methoxy-4-(4-methyl-1H-imidazol-1-yl)benzylidene]azepan-2-one). Isolated yield 45.1%. Reaction SMILES: C(O)C.C(O[C:7](=[O:37])/[C:8](=[CH:22]/[C:23]1[CH:28]=[CH:27][C:26]([N:29]2[CH:33]=[C:32]([CH3:34])[N:31]=[CH:30]2)=[C:25]([O:35][CH3:36])[CH:24]=1)/[CH2:9][CH2:10][CH2:11][CH2:12][NH:13][CH2:14][C:15]1[CH:20]=[CH:19][CH:18]=[C:17]([F:21])[CH:16]=1)C.[OH-].[Na+].Cl>C(OCC)(=O)C>[F:21][C:17]1[CH:16]=[C:15]([CH:20]=[CH:19][CH:18]=1)[CH2:14][N:13]1[CH2:12][CH2:11][CH2:10][CH2:9]/[C:8](=[CH:22]\[C:23]2[CH:28]=[CH:27][C:26]([N:29]3[CH:33]=[C:32]([CH3:34])[N:31]=[CH:30]3)=[C:25]([O:35][CH3:36])[CH:24]=2)/[C:7]1=[O:37] |f:2.3|. Procedure details: To a to ethanol (2.0 mL) solution of (E)-6-(3-fluorobenzylamino)-2-(3-methoxy-4-(4-methyl-1H-imidazol-1-yl)benzylidene)hexanoic acid ethyl ester (173 mg), 2N sodium hydroxide solution (2.0 mL) was added. After refluxing the reaction solution for 1 hour and confirming disappearance of the starting materials, 2N hydrochloric acid and ethyl acetate were added to the reaction solution, and the organic layer was partitioned. After the obtained organic layer was washed with a saturated saline solution...